Dataset: the Open Reaction Database (ORD), a public repository of structured organic reaction records. Task: describe an organic reaction: reactants, conditions, products, and yield Starting materials: COC(=O)c1ccc(Br)c(O)c1C, O=C([O-])[O-], CN(C)C=O, CCOC(C)=O, [Cs+], [Cs+], CI. Product: COC(=O)c1ccc(Br)c(OC)c1C. As a reaction SMILES: [Br:1][c:2]1[c:3]([OH:13])[c:4]([CH3:12])[c:5]([C:6](=[O:7])[O:8][CH3:9])[cH:10][cH:11]1.[C:14](=[O:15])([O-:16])[O-:17].[CH3:22][N:23]([CH3:24])[CH:25]=[O:26].[CH3:27][CH2:28][O:29][C:30](=[O:31])[CH3:32].[Cs+:18].[Cs+:19].[I:20][CH3:21]>>[Br:1][c:2]1[c:3]([O:13][CH3:14])[c:4]([CH3:12])[c:5]([C:6](=[O:7])[O:8][CH3:9])[cH:10][cH:11]1. The reactants are C(=O)=O (CO2), C(C(O)C)(=O)[O-].[Na+] (sodium lactate). Run in O (water). The product is C(C(O)C)(=O)[O-].[Na+] (Sodium lactate), C(C(O)C)(=O)O (lactic acid), C([O-])([O-])=O.[Na+].[Na+] (sodium carbonate). RXN SMILES: [C:1]([O-:6])(=[O:5])[CH:2]([CH3:4])[OH:3].[Na+:7].[C:8](=[O:10])=[O:9]>O>[C:1]([O-:6])(=[O:5])[CH:2]([CH3:4])[OH:3].[Na+:7].[C:1]([OH:6])(=[O:5])[CH:2]([CH3:4])[OH:3].[C:8](=[O:3])([O-:10])[O-:9].[Na+:7].[Na+:7] |f:0.1,4.5,7.8.9|. Procedure details: A 10% sodium lactate solution was reacted at 30° C. according to the invention with a saturated solution of CO2 in water (carbonic acid). 46 g Sodium lactate produced 36 g of lactic acid and 20 g of sodium carbonate which may be used as a solution for neutralizing and regulating the pH of a fermentation. A further purification of the lactic acid can be performed by known methods using ion exchangers, esterification or extraction. Reactants: BrC=1C=C2C(=CC=NC2=CC1)OC (6-bromo-4-methoxy-quinoline), solution, C(CCC)[Li] (n-butyllithium), hexanes, CN(C=O)C (dimethylformamide). Run in [Cl-].[NH4+] (ammonium chloride), C(C)#N (acetonitrile), O1CCCC1 (THF), O1CCCC1 (THF). Reaction conditions: temperature -60 celsius, time 30 minute. The product is COC1=CC=NC2=CC=C(C=C12)C=O (4-methoxy-quinoline-6-carbaldehyde). Isolated yield 63.8%. Reaction SMILES: Br[C:2]1[CH:3]=[C:4]2[C:9](=[CH:10][CH:11]=1)[N:8]=[CH:7][CH:6]=[C:5]2[O:12][CH3:13].C([Li])CCC.CN(C)[CH:21]=[O:22]>O1CCCC1.[Cl-].[NH4+].C(#N)C>[CH3:13][O:12][C:5]1[C:4]2[C:9](=[CH:10][CH:11]=[C:2]([CH:21]=[O:22])[CH:3]=2)[N:8]=[CH:7][CH:6]=1 |f:4.5|. Procedure: To a solution of 6-bromo-4-methoxy-quinoline (8.91 g, 37.42 mmol) in THF (tetrahydrofuran) (155 mL) was added dropwise a 2.5M solution of n-butyllithium in hexanes (16.46 mL, 4.16 mmol, 1.1 equiv.) at −70° C. During the addition, the temperature of the reaction mixture was raised slightly to −60° C. and it gave a very dark brown solution. The resulting colored solution was stirred for 30 min at this temperature. Then, a solution of dimethylformamide (5.78 mL, 74.84 mmol) in THF (10 mL) was added... Reactants: CC(O[Si](C)(C)C(C)(C)C)C1C(=O)NC1C(C)C(=S)Sc1ccccc1, C=CCOC(=O)N1CC(S)CC1C(=O)N(C)C, CC#N, [Cl-]. Product: C=CCOC(=O)N1CC(SC(=S)C(C)C2NC(=O)C2C(C)O[Si](C)(C)C(C)(C)C)CC1C(=O)N(C)C. As a reaction SMILES: [C:1]([CH3:2])([CH3:3])([CH3:4])[Si:5]([O:6][CH:7]([CH3:8])[CH:9]1[C:10](=[O:24])[NH:11][CH:12]1[CH:13]([CH3:14])[C:15](=[S:16])[S:17][c:18]1[cH:19][cH:20][cH:21][cH:22][cH:23]1)([CH3:25])[CH3:26].[CH2:28]([CH:29]=[CH2:30])[O:31][C:32](=[O:33])[N:34]1[CH:35]([C:40]([N:41]([CH3:42])[CH3:43])=[O:44])[CH2:36][CH:37]([SH:39])[CH2:38]1.[CH3:45][C:46]#[N:47].[Cl-:27]>>[C:1]([CH3:2])([CH3:3])([CH3:4])[Si:5]([O:6][CH:7]([CH3:8])[CH:9]1[C:10](=[O:24])[NH:11][CH:12]1[CH:13]([CH3:14])[C:15](=[S:16])[S:39][CH:37]1[CH2:36][CH:35]([C:40]([N:41]([CH3:42])[CH3:43])=[O:44])[N:34]([C:32]([O:31][CH2:28][CH:29]=[CH2:30])=[O:33])[CH2:38]1)([CH3:25])[CH3:26]. Reactants: C(C1=CC=CC=C1)(=O)Cl (benzoyl chloride), COC=1C=C(C=CC1)C=C1OC2=C(C1=O)C=CC(=C2)O (2-[(3-methoxyphenyl)methylene]-6-hydroxy-3(2H)-benzofuranone), C(C)(=O)OCC (ethyl acetate). Run in N1=CC=CC=C1 (pyridine). The product is COC=1C=C(C=CC1)C=C1OC2=C(C1=O)C=CC(=C2)OC(C2=CC=CC=C2)=O (2-[(3-methoxyphenyl)methylene]-6-benzoyloxy-3(2H)-benzofuranone). Reaction SMILES: [CH3:1][O:2][C:3]1[CH:4]=[C:5]([CH:9]=[C:10]2[C:14](=[O:15])[C:13]3[CH:16]=[CH:17][C:18]([OH:20])=[CH:19][C:12]=3[O:11]2)[CH:6]=[CH:7][CH:8]=1.[C:21](Cl)(=[O:28])[C:22]1[CH:27]=[CH:26][CH:25]=[CH:24][CH:23]=1.C(OCC)(=O)C>N1C=CC=CC=1>[CH3:1][O:2][C:3]1[CH:4]=[C:5]([CH:9]=[C:10]2[C:14](=[O:15])[C:13]3[CH:16]=[CH:17][C:18]([O:20][C:21](=[O:28])[C:22]4[CH:27]=[CH:26][CH:25]=[CH:24][CH:23]=4)=[CH:19][C:12]=3[O:11]2)[CH:6]=[CH:7][CH:8]=1. Procedure details: After 2-[(3-methoxyphenyl)methylene]-6-hydroxy-3(2H)-benzofuranone 0.5 g was dissolved in pyridine 5 ml, benzoyl chloride 0.282 ml was added, and the mixture was refluxed for 1.5 hours. The reaction mixture was cooled to room temperature, ethyl acetate 50 ml was added, and the mixture was washed with 2N-hydrochloric acid 50 ml once and with saturated sodium bicarbonate solution 50 ml. The ethyl acetate solution was dehydrated with anhydrous magnesium sulfate and concentrated under reduced pressu... The reactants are Brc1ccc(-n2nc(-c3ccccc3)cc2-c2ccccc2)cc1, CC(C)(C)P(C(C)(C)C)C(C)(C)C, CC(C)(C)[O-], CCCCCC, [Na+], O, Cc1ccccc1C, c1ccc2c(c1)[nH]c1ccccc12. The product is c1ccc(-c2cc(-c3ccccc3)n(-c3ccc(-n4c5ccccc5c5ccccc54)cc3)n2)cc1. RXN SMILES: [Br:1][c:2]1[cH:3][cH:4][c:5](-[n:8]2[n:9][c:10](-[c:19]3[cH:20][cH:21][cH:22][cH:23][cH:24]3)[cH:11][c:12]2-[c:13]2[cH:14][cH:15][cH:16][cH:17][cH:18]2)[cH:6][cH:7]1.[C:44]([P:45]([C:46]([CH3:47])([CH3:48])[CH3:49])[C:50]([CH3:51])([CH3:52])[CH3:53])([CH3:54])([CH3:55])[CH3:56].[CH3:38][C:39]([CH3:40])([O-:41])[CH3:42].[CH3:58][CH2:59][CH2:60][CH2:61][CH2:62][CH3:63].[Na+:43].[OH2:57].[c:64]1([CH3:65])[c:66]([CH3:67])[cH:68][cH:69][cH:70][cH:71]1.[cH:25]1[cH:26][cH:27][c:28]2[c:29]([cH:30]1)[nH:31][c:32]1[cH:33][cH:34][cH:35][cH:36][c:37]21>>[c:2]1(-[n:31]2[c:29]3[c:28]([cH:27][cH:26][cH:25][cH:30]3)[c:37]3[c:32]2[cH:33][cH:34][cH:35][cH:36]3)[cH:3][cH:4][c:5](-[n:8]2[n:9][c:10](-[c:19]3[cH:20][cH:21][cH:22][cH:23][cH:24]3)[cH:11][c:12]2-[c:13]2[cH:14][cH:15][cH:16][cH:17][cH:18]2)[cH:6][cH:7]1. The reactants are CC(=O)OC(C)=O, O=c1[nH]c2c3ccccc3oc2c2ccccc12, c1ccncc1. Product: CC(=O)Oc1nc2c3ccccc3oc2c2ccccc12. RXN SMILES: [CH3:19][C:20](=[O:21])[O:22][C:23](=[O:24])[CH3:25].[cH:1]1[cH:2][cH:3][cH:4][c:5]2[c:6]1[c:7]1[o:8][c:9]3[cH:10][cH:11][cH:12][cH:13][c:14]3[c:15]1[nH:16][c:17]2=[O:18].[cH:26]1[cH:27][cH:28][n:29][cH:30][cH:31]1>>[cH:1]1[cH:2][cH:3][cH:4][c:5]2[c:6]1[c:7]1[o:8][c:9]3[cH:10][cH:11][cH:12][cH:13][c:14]3[c:15]1[n:16][c:17]2[O:18][C:20]([CH3:19])=[O:21]. The reactants are O=C([O-])O, CC(=O)Cl, CCOC(C)=O, ClC(Cl)Cl, [H-], [H][H], CC(=O)C(=C1NCCCS1)[N+](=O)[O-], [Na+], [Na+], C1CCOC1. Yields the product CC(=O)C(=C1SCCCN1C(C)=O)[N+](=O)[O-]. Reaction SMILES: [C:22](=[O:23])([OH:24])[O-:25].[CH3:18][C:19]([Cl:20])=[O:21].[CH3:32][CH2:33][O:34][C:35](=[O:36])[CH3:37].[CH:38]([Cl:39])([Cl:40])[Cl:41].[H-:14].[H:16][H:17].[N+:1](=[O:2])([O-:3])[C:4]([C:5]([CH3:6])=[O:7])=[C:8]1[S:9][CH2:10][CH2:11][CH2:12][NH:13]1.[Na+:15].[Na+:26].[O:27]1[CH2:28][CH2:29][CH2:30][CH2:31]1>>[N+:1](=[O:2])([O-:3])[C:4]([C:5]([CH3:6])=[O:7])=[C:8]1[S:9][CH2:10][CH2:11][CH2:12][N:13]1[C:19]([CH3:18])=[O:21].